From a dataset of the Open Reaction Database (ORD), a public repository of structured organic reaction records. describe an organic reaction: reactants, conditions, products, and yield Reactants: CC(C)(C)NS(=O)(=O)C1=C(C=CC=C1)[Se]C (N-(1,1-dimethylethyl)-2-(methylselenyl)benzenesulfonamide). The solvent is FC(C(=O)O)(F)F (trifluoroacetic acid), FC(C(=O)O)(F)F (trifluoroacetic acid). The product is C[Se]C1=C(C=CC=C1)S(=O)(=O)N (2-(methylselenyl)benzenesulfonamide). Isolated yield 81712.1%. As a reaction SMILES: CC([NH:5][S:6]([C:9]1[CH:14]=[CH:13][CH:12]=[CH:11][C:10]=1[Se:15][CH3:16])(=[O:8])=[O:7])(C)C>FC(F)(F)C(O)=O>[CH3:16][Se:15][C:10]1[CH:11]=[CH:12][CH:13]=[CH:14][C:9]=1[S:6]([NH2:5])(=[O:8])=[O:7]. Reported procedure: Under nitrogen a solution of N-(1,1-dimethylethyl)-2-(methylselenyl)benzenesulfonamide (34.5 g, 0.113 mmol) in trifluoroacetic acid (100 mL) was stirred at room temperature overnight. The solvent was then rotary evaporated to leave an amber solid. This was again treated with trifluoroacetic acid (100 mL) at room temperature overnight. The mixture was concentrated in vacuo, then poured into ice-water. The solid was collected, rinsed with ice-water, and dried in vacuo. The crude product was recrys... The reactants are CC(C)(C)OC(=O)N1CCN(Cc2ccc([N+](=O)[O-])cc2)CC1, CCOC(C)=O, CO. The product is CC(C)(C)OC(=O)N1CCN(Cc2ccc(N)cc2)CC1. As a reaction SMILES: [C:1]([CH3:2])([CH3:3])([CH3:4])[O:5][C:6](=[O:7])[N:8]1[CH2:9][CH2:10][N:11]([CH2:14][c:15]2[cH:16][cH:17][c:18]([N+:21]([O-:22])=[O:23])[cH:19][cH:20]2)[CH2:12][CH2:13]1.[C:26]([O:27][CH2:28][CH3:29])(=[O:30])[CH3:31].[CH3:24][OH:25]>>[C:1]([CH3:2])([CH3:3])([CH3:4])[O:5][C:6](=[O:7])[N:8]1[CH2:9][CH2:10][N:11]([CH2:14][c:15]2[cH:16][cH:17][c:18]([NH2:21])[cH:19][cH:20]2)[CH2:12][CH2:13]1. Starting materials: N#Cc1ccc(Br)c(CBr)c1, O=C([O-])[O-], CC1COCCN1, [K+], [K+], CN(C)C=O. Product: CC1COCCN1Cc1cc(C#N)ccc1Br. Reaction SMILES: [Br:1][c:2]1[c:3]([CH2:10][Br:11])[cH:4][c:5]([C:6]#[N:7])[cH:8][cH:9]1.[C:19](=[O:20])([O-:21])[O-:22].[CH3:12][CH:13]1[CH2:14][O:15][CH2:16][CH2:17][NH:18]1.[K+:23].[K+:24].[O:25]=[CH:26][N:27]([CH3:28])[CH3:29]>>[Br:1][c:2]1[c:3]([CH2:10][N:18]2[CH:13]([CH3:12])[CH2:14][O:15][CH2:16][CH2:17]2)[cH:4][c:5]([C:6]#[N:7])[cH:8][cH:9]1. Reactants: C(C1=CC=CC=C1)(=O)O[C@H]1[C@@H](O[C@@H]([C@H]1OC(C1=CC=CC=C1)=O)COC(C1=CC=CC=C1)=O)C=1SC=C(N1)C(=O)OCC (ethyl 2-(2',3',5'-tri-O-benzoyl-β-D-ribofuranosyl)thiazole-4-carboxylate), CC[O-].[Na+] (NaOEt). Run in C(C)O (ethanol). Conditions: time 8 hour. The product is [C@@H]1([C@H](O)[C@H](O)[C@H](O1)CO)C=1SC=C(N1)C(=O)OCC (Ethyl 2-β-D-ribofuranosylthiazole-4-carboxylate). RXN SMILES: C([O:9][C@@H:10]1[C@H:14]([O:15]C(=O)C2C=CC=CC=2)[C@@H:13]([CH2:24][O:25]C(=O)C2C=CC=CC=2)[O:12][C@H:11]1[C:34]1[S:35][CH:36]=[C:37]([C:39]([O:41][CH2:42][CH3:43])=[O:40])[N:38]=1)(=O)C1C=CC=CC=1.CC[O-].[Na+]>C(O)C>[C@@H:11]1([C:34]2[S:35][CH:36]=[C:37]([C:39]([O:41][CH2:42][CH3:43])=[O:40])[N:38]=2)[O:12][C@H:13]([CH2:24][OH:25])[C@@H:14]([OH:15])[C@H:10]1[OH:9] |f:1.2|. Procedure: To a stirred solution of ethyl 2-(2',3',5'-tri-O-benzoyl-β-D-ribofuranosyl)thiazole-4-carboxylate 8 (3.01 g, 5.00 mmol) in dry ethanol (50 ml) under argon atmosphere was added NaOEt (1.02 g, 15 mmol) powder. The reaction mixture was stirred at room temperature overnight, neutralized with Dowex 50W-X8 H+ resin and filtere. The resin was washed with ethanol (20 ml) and the filtrate evaporated to dryness. The residue was dissolved in salt free water (50 ml) and washed with CHCl3 (2×50 ml). The wate...